describe an organic reaction: reactants, conditions, products, and yield From a dataset of the Open Reaction Database (ORD), a public repository of structured organic reaction records. Starting materials: O1CCCC1 (tetrahydrofuran), N1CCOCC1 (morpholine), Cl(=O)(=O)(=O)[O-].CSC1=[S+]C=CS1 (2-methylthio-1,3-dithiolium perchlorate). Run in C(C)O (ethanol). The product is Cl(=O)(=O)(=O)[O-].S1C(SC=C1)=[N+]1CCOCC1 (4-(1,3-dithiol-2-ylidene)morpholinium perchlorate). The yield is 83.3%. As a reaction SMILES: O1CCCC1.[NH:6]1[CH2:11][CH2:10][O:9][CH2:8][CH2:7]1.[Cl:12]([O-:16])(=[O:15])(=[O:14])=[O:13].CS[C:19]1[S:23][CH:22]=[CH:21][S+:20]=1>C(O)C>[Cl:12]([O-:16])(=[O:15])(=[O:14])=[O:13].[S:20]1[CH:21]=[CH:22][S:23][C:19]1=[N+:6]1[CH2:11][CH2:10][O:9][CH2:8][CH2:7]1 |f:2.3,5.6|. Procedure: To 20 ml of tetrahydrofuran, 1.0 ml of morpholine was dissolved, and 2.5 g of 2-methylthio-1,3-dithiolium perchlorate was gradually added thereto under stirring at room temperature. The mixture was stirred at room temperature for 1 hour, and then the precipitated crystals were collected by filtration and recrystallized from ethanol, whereby 2.4 g (yield: 83.3%) of 4-(1,3-dithiol-2-ylidene)morpholinium perchlorate (Compound No. 26) was obtained as crystals having a melting point of from 177° to 1... Reported procedure: A mixture of 4-fluoro-2-bromomethyl-6-trifluoromethyl-benzoic acid methyl ester (0.100 g, 0.32 mmol), 4-chloro-benzylamine (0.051 mL, 0.42 mmol), and K2CO3 (0.088 g, 0.64 mmol) in toluene (4 mL) was heated with stirring at 100° C. for 2 h. Workup and silica gel column chromatography using 30% ethyl acetate in hexane afforded 5-fluoro-2-(4-chloro-benzyl)-7-trifluoromethyl-2,3-dihydro-isoindol-1-one (0.048 g, 44%). 1H NMR (300 MHz, CDCl3): δ (ppm) 4.28 (s, 2H), 4.75 (s, 2H) 7.24-7.51 (m, 6H). GC-M... Isolated yield 43.6%. The reactants are C(C)(=O)OCC (ethyl acetate), COC(C1=C(C=C(C=C1C(F)(F)F)F)CBr)=O (4-fluoro-2-bromomethyl-6-trifluoromethyl-benzoic acid methyl ester), ClC1=CC=C(CN)C=C1 (4-chloro-benzylamine), C(=O)([O-])[O-].[K+].[K+] (K2CO3). As a reaction SMILES: CO[C:3](=[O:17])[C:4]1[C:9]([C:10]([F:13])([F:12])[F:11])=[CH:8][C:7]([F:14])=[CH:6][C:5]=1[CH2:15]Br.[Cl:18][C:19]1[CH:26]=[CH:25][C:22]([CH2:23][NH2:24])=[CH:21][CH:20]=1.C([O-])([O-])=O.[K+].[K+].C(OCC)(=O)C>C1(C)C=CC=CC=1.CCCCCC>[F:14][C:7]1[CH:6]=[C:5]2[C:4](=[C:9]([C:10]([F:11])([F:12])[F:13])[CH:8]=1)[C:3](=[O:17])[N:24]([CH2:23][C:22]1[CH:25]=[CH:26][C:19]([Cl:18])=[CH:20][CH:21]=1)[CH2:15]2 |f:2.3.4|. Yields the product FC=1C=C2CN(C(C2=C(C1)C(F)(F)F)=O)CC1=CC=C(C=C1)Cl (5-fluoro-2-(4-chloro-benzyl)-7-trifluoromethyl-2,3-dihydro-isoindol-1-one). Run at temperature 100 celsius, time 2 hour. The solvent is C1(=CC=CC=C1)C (toluene), CCCCCC (hexane). The reactants are CC(=O)C (acetone), C1=CC(=CC=C1O)C (p-Cresol), C=1(C(=CC=CC1)C)C(O)O (xylene-α,α-diol), CS(=O)(=O)O (methanesulfonic acid). The solvent is O (water). Conditions: time 2 hour. The product is C1=CC(=CC=C1O)C.OCC1=CC=C(C=C1)CO (p-cresol 1,4-dihydroxymethybenzene). As a reaction SMILES: [CH:1]1[C:6]([OH:7])=[CH:5][CH:4]=[C:3]([CH3:8])[CH:2]=1.[C:9]1([CH:16]([OH:18])O)[C:10](C)=[CH:11][CH:12]=[CH:13][CH:14]=1.CS(O)(=O)=O.C[C:25](C)=[O:26]>O>[CH:5]1[C:6]([OH:7])=[CH:1][CH:2]=[C:3]([CH3:8])[CH:4]=1.[OH:18][CH2:16][C:9]1[CH:14]=[CH:13][C:12]([CH2:25][OH:26])=[CH:11][CH:10]=1 |f:5.6|. Reported procedure: p-Cresol in an amount of 38.4 g (0.36 mole) and 35.0 g (0.25 mole) of xylene-α,α-diol were dissolved with heating, followed by addition of 0.15 g of methanesulfonic acid at 90° to 100° C. The reaction was carried out at 90° to 100° C. for 2 hours with stirring. After cooling, 100 ml of acetone was poured into the reaction solution. After dissolving, the reaction solution was poured into 2000 ml of water and stirred. After allowed to stand, a supernatant was removed by decantation. The residue wa...